Dataset: the Open Reaction Database (ORD), a public repository of structured organic reaction records. Task: describe an organic reaction: reactants, conditions, products, and yield The reactants are CCO, COCCCOc1ccnc(CCl)c1C, [Na+], [OH-], Sc1nc2ccccc2[nH]1. Yields the product COCCCOc1ccnc(CSc2nc3ccccc3[nH]2)c1C. As a reaction SMILES: [CH3:28][CH2:29][OH:30].[Cl:11][CH2:12][c:13]1[n:14][cH:15][cH:16][c:17]([O:20][CH2:21][CH2:22][CH2:23][O:24][CH3:25])[c:18]1[CH3:19].[Na+:27].[OH-:26].[SH:1][c:2]1[n:3][c:4]2[c:5]([nH:6]1)[cH:7][cH:8][cH:9][cH:10]2>>[S:1]([c:2]1[n:3][c:4]2[c:5]([nH:6]1)[cH:7][cH:8][cH:9][cH:10]2)[CH2:12][c:13]1[n:14][cH:15][cH:16][c:17]([O:20][CH2:21][CH2:22][CH2:23][O:24][CH3:25])[c:18]1[CH3:19]. The reactants are C(CCCC)NC=1C=C(C=CC1)C1=CC=C(C=C1)C(F)(F)F (N-pentyl-N-[4′-(trifluoromethyl)-1,1′-biphenyl-3-yl]amine), BrCC1=CC(=C(OCC(=O)OCC)C=C1)C (ethyl [4-(bromomethyl)-2-methylphenoxy]acetate), C(C)(C)N(C(C)C)CC (N,N-diisopropyethylamine), resultant solution. The solvent is CC#N (MeCN). Run at time 4 hour. The product is CC1=C(OCC(=O)OCC)C=CC(=C1)CN(C=1C=C(C=CC1)C1=CC=C(C=C1)C(F)(F)F)CCCCC (Ethyl [2-methyl-4-({pentyl[4′-(trifluoromethyl)-1,1′-biphenyl-3-yl]amino}methyl)phenoxy]acetate). Yield: 55.9%. RXN SMILES: [CH2:1]([NH:6][C:7]1[CH:8]=[C:9]([C:13]2[CH:18]=[CH:17][C:16]([C:19]([F:22])([F:21])[F:20])=[CH:15][CH:14]=2)[CH:10]=[CH:11][CH:12]=1)[CH2:2][CH2:3][CH2:4][CH3:5].Br[CH2:24][C:25]1[CH:37]=[CH:36][C:28]([O:29][CH2:30][C:31]([O:33][CH2:34][CH3:35])=[O:32])=[C:27]([CH3:38])[CH:26]=1.C(N(CC)C(C)C)(C)C>CC#N>[CH3:38][C:27]1[CH:26]=[C:25]([CH2:24][N:6]([CH2:1][CH2:2][CH2:3][CH2:4][CH3:5])[C:7]2[CH:8]=[C:9]([C:13]3[CH:18]=[CH:17][C:16]([C:19]([F:20])([F:21])[F:22])=[CH:15][CH:14]=3)[CH:10]=[CH:11][CH:12]=2)[CH:37]=[CH:36][C:28]=1[O:29][CH2:30][C:31]([O:33][CH2:34][CH3:35])=[O:32]. Procedure: To a solution of N-pentyl-N-[4′-(trifluoromethyl)-1,1′-biphenyl-3-yl]amine (70 mg, 0.23 mmol) in anhydrous MeCN (6 mL) under nitrogen at room temperature, was added ethyl [4-(bromomethyl)-2-methylphenoxy]acetate (65.4 mg, 0.23 mmol) and N,N-diisopropyethylamine (39.6 μL, 0.23 mmol). The resultant solution was heated to reflux and stirred for 4 h. The reaction mixture was allowed to cool to room temperature and the solvent was removed in vacuo. The residue was partitioned between CHCl3 (20 mL) an... Starting materials: C(N)(=N)NC(=O)C1=NC(=C(N=C1N)N)Cl (N-amidino-3,5-diamino-6-chloropyrazinamide), C1CC2=NCCCN2C1 (DBN), C(C1=CC=CC=C1)OP(OCC1=CC=CC=C1)Cl (dibenzylchlorophosphite), CN(C=O)C (dimethylformamide). Run at temperature 25 celsius, time 18 hour. The product is NC=1C(=NC(=C(N1)N)Cl)C(=O)NN=CNP(OCC1=CC=CC=C1)(OCC1=CC=CC=C1)=O (Dibenzyl N-[(3,5-diamino-6-chloropyrazinamido)iminomethyl]phosphoramidate). Reaction SMILES: C([NH:4][C:5]([C:7]1[C:12]([NH2:13])=[N:11][C:10]([NH2:14])=[C:9]([Cl:15])[N:8]=1)=[O:6])(=N)N.C1C[N:23]2[C:18](=[N:19]CCC2)C1.[CH2:25]([O:32][P:33](Cl)[O:34][CH2:35][C:36]1[CH:41]=[CH:40][CH:39]=[CH:38][CH:37]=1)[C:26]1[CH:31]=[CH:30][CH:29]=[CH:28][CH:27]=1.CN(C)C=[O:46]>>[NH2:13][C:12]1[C:7]([C:5]([NH:4][N:19]=[CH:18][NH:23][P:33](=[O:46])([O:34][CH2:35][C:36]2[CH:41]=[CH:40][CH:39]=[CH:38][CH:37]=2)[O:32][CH2:25][C:26]2[CH:31]=[CH:30][CH:29]=[CH:28][CH:27]=2)=[O:6])=[N:8][C:9]([Cl:15])=[C:10]([NH2:14])[N:11]=1. Procedure details: A stirred solution of N-amidino-3,5-diamino-6-chloropyrazinamide (4.6 g., 0.02 mole) and DBN (2.5 g., 0.02 mole) in dimethylformamide (150 ml) is treated with dibenzylchlorophosphite (6.6 g., 0.22 mole) in one portion. The reaction mixture is stirred at 25° C. for 18 hours, filtered and treated with water to precipitate dibenzyl N-[3,5-diamino-6-chloro-pyrazinamido)iminomethyl]phosphoramidate which melts at 187° C. Starting materials: 10(c), FC=1C=C(C(=O)C2=C(C=CC(=C2)OC)CC(=O)O)C=CC1 (2-(3-fluorobenzoyl)-4-methoxyphenylacetic acid), C(C1=CC=CC=C1)(=O)C1=C(C=CC(=C1)OC)CC(=O)O (2-benzoyl-4-methoxyphenylacetic acid). Product: FC=1C=C(CC2=C(C=CC(=C2)OC)CC(=O)O)C=CC1 (2-(3-Fluorobenzyl)-4-methoxyphenylacetic acid). As a reaction SMILES: [F:1][C:2]1[CH:3]=[C:4]([CH:19]=[CH:20][CH:21]=1)[C:5]([C:7]1[CH:12]=[C:11]([O:13][CH3:14])[CH:10]=[CH:9][C:8]=1[CH2:15][C:16]([OH:18])=[O:17])=O.C(C1C=C(OC)C=CC=1CC(O)=O)(=O)C1C=CC=CC=1>>[F:1][C:2]1[CH:3]=[C:4]([CH:19]=[CH:20][CH:21]=1)[CH2:5][C:7]1[CH:12]=[C:11]([O:13][CH3:14])[CH:10]=[CH:9][C:8]=1[CH2:15][C:16]([OH:18])=[O:17]. Procedure: According to the procedure of Preparation 10(c), except substituting 2-(3-fluorobenzoyl)-4-methoxyphenylacetic acid for the 2-benzoyl-4-methoxyphenylacetic acid, the title compound was obtained as a colorless oil: MS (ES−) m/e 273.2 (M−H)−. Starting materials: CCOC(C)=O, CCCc1c(Cc2ccc(-c3ccccc3C#N)cc2)c(=O)n(CC(O)c2ccc(F)cc2)c2ncnn12, CC(C)(C)[Si](C)(C)OS(=O)(=O)C(F)(F)F, C1CCOC1, Cc1cccc(C)n1. Yields the product CCCc1c(Cc2ccc(-c3ccccc3C#N)cc2)c(=O)n(CC(O[Si](C)(C)C(C)(C)C)c2ccc(F)cc2)c2ncnn12. As a reaction SMILES: [CH3:67][CH2:68][O:69][C:70](=[O:71])[CH3:72].[F:1][c:2]1[cH:3][cH:4][c:5]([CH:8]([CH2:9][n:10]2[c:11]3[n:12]([c:13]([CH2:32][CH2:33][CH3:34])[c:14]([CH2:17][c:18]4[cH:19][cH:20][c:21](-[c:24]5[c:25]([C:30]#[N:31])[cH:26][cH:27][cH:28][cH:29]5)[cH:22][cH:23]4)[c:15]2=[O:16])[n:35][cH:36][n:37]3)[OH:38])[cH:6][cH:7]1.[F:52][C:53]([F:54])([F:55])[S:56]([O:57][Si:58]([CH3:59])([CH3:60])[C:61]([CH3:62])([CH3:63])[CH3:64])(=[O:65])=[O:66].[O:47]1[CH2:48][CH2:49][CH2:50][CH2:51]1.[n:39]1[c:40]([CH3:41])[cH:42][cH:43][cH:44][c:45]1[CH3:46]>>[F:1][c:2]1[cH:3][cH:4][c:5]([CH:8]([CH2:9][n:10]2[c:11]3[n:12]([c:13]([CH2:32][CH2:33][CH3:34])[c:14]([CH2:17][c:18]4[cH:19][cH:20][c:21](-[c:24]5[c:25]([C:30]#[N:31])[cH:26][cH:27][cH:28][cH:29]5)[cH:22][cH:23]4)[c:15]2=[O:16])[n:35][cH:36][n:37]3)[O:38][Si:58]([CH3:59])([CH3:60])[C:61]([CH3:62])([CH3:63])[CH3:64])[cH:6][cH:7]1. Starting materials: FC(C=1C=C(C=C(C1)C(F)(F)F)[C@@H](C)O[C@@H]1[C@H]([C@H]2[C@@H](CNC2)CO1)C1=C(C=CC=C1)C)(F)F ((3aS,6R,7R,7aR)-6-{(1R)-1-[3,5-bis(trifluoromethyl)phenyl]ethoxy}-7-(2-methylphenyl)octahydropyrano[3,4-c]pyrrole), C1(CC(CC1)=O)=O (cyclopentane-1,3-dione). Yields the product FC(C=1C=C(C=C(C1)C(F)(F)F)[C@@H](C)OC1[C@H]([C@H]2[C@@H](CN(C2)C2=CC(CC2)=O)CO1)C1=C(C=CC=C1)C)(F)F (3-[(3aS,7R,7aR)-6-{(1R)-1-[3,5-Bis(Trifluoromethyl)phenyl]ethoxy}-7-(2-methylphenyl)hexahydropyrano[3,4-c]pyrrol-2(3H)-yl]cyclopent-2-en-1-one). RXN SMILES: [F:1][C:2]([F:33])([F:32])[C:3]1[CH:4]=[C:5]([C@H:13]([O:15][C@H:16]2[O:24][CH2:23][C@@H:19]3[CH2:20][NH:21][CH2:22][C@H:18]3[C@@H:17]2[C:25]2[CH:30]=[CH:29][CH:28]=[CH:27][C:26]=2[CH3:31])[CH3:14])[CH:6]=[C:7]([C:9]([F:12])([F:11])[F:10])[CH:8]=1.[C:34]1(=O)[CH2:38][CH2:37][C:36](=[O:39])[CH2:35]1>>[F:33][C:2]([F:1])([F:32])[C:3]1[CH:4]=[C:5]([C@H:13]([O:15][CH:16]2[O:24][CH2:23][C@@H:19]3[CH2:20][N:21]([C:34]4[CH2:38][CH2:37][C:36](=[O:39])[CH:35]=4)[CH2:22][C@H:18]3[C@@H:17]2[C:25]2[CH:30]=[CH:29][CH:28]=[CH:27][C:26]=2[CH3:31])[CH3:14])[CH:6]=[C:7]([C:9]([F:10])([F:11])[F:12])[CH:8]=1. Procedure: The title compound was prepared from (3aS,6R,7R,7aR)-6-{(1R)-1-[3,5-bis(trifluoromethyl)phenyl]ethoxy}-7-(2-methylphenyl)octahydropyrano[3,4-c]pyrrole and cyclopentane-1,3-dione according to the procedures used for example 3. MS: (MH)+554.